This data is from the Open Reaction Database (ORD), a public repository of structured organic reaction records. The task is: describe an organic reaction: reactants, conditions, products, and yield Starting materials: O=C(NC1(c2nnn[nH]2)CC1)OCc1ccccc1, CO. The product is NC1(c2nnn[nH]2)CC1. RXN SMILES: [CH2:1]([O:2][C:3](=[O:4])[NH:10][C:11]1([c:14]2[n:15][n:16][n:17][nH:18]2)[CH2:12][CH2:13]1)[c:5]1[cH:6][cH:7][cH:8][cH:9][cH:19]1.[CH3:20][OH:21]>>[NH2:10][C:11]1([c:14]2[nH:15][n:16][n:17][n:18]2)[CH2:12][CH2:13]1. Starting materials: C1(CCCCC1)P(C1=C(C=CC=C1)C=1C(=CC=CC1)N(C)C)C1CCCCC1 (2′-(dicyclohexylphosphino)-N,N-dimethylbiphenyl-2-amine), [Li+].C[Si](C)(C)[N-][Si](C)(C)C (LiHMDS), N1CCCC1 (pyrrolidine), BrC1=CC=2[C@@]3(C4=CC(=CC=C4OC2C=C1)OCC(C)(C)C)N=C(OC3)N ((R)-2′-bromo-7′-(neopentyloxy)-5H-spiro[oxazole-4,9′-xanthen]-2-amine), C1(CCCCC1)P(C1=C(C=CC=C1)C=1C(=CC=CC1)N(C)C)C1CCCCC1 (2′-(dicyclohexylphosphino)-N,N-dimethylbiphenyl-2-amine), [Li+].C[Si](C)(C)[N-][Si](C)(C)C (LiHMDS), N1CCCC1 (pyrrolidine). The reagents and catalysts are C=1C=CC(=CC1)/C=C/C(=O)/C=C/C2=CC=CC=C2.C=1C=CC(=CC1)/C=C/C(=O)/C=C/C2=CC=CC=C2.C=1C=CC(=CC1)/C=C/C(=O)/C=C/C2=CC=CC=C2.[Pd].[Pd] (Pd2(dba)3), C=1C=CC(=CC1)/C=C/C(=O)/C=C/C2=CC=CC=C2.C=1C=CC(=CC1)/C=C/C(=O)/C=C/C2=CC=CC=C2.C=1C=CC(=CC1)/C=C/C(=O)/C=C/C2=CC=CC=C2.[Pd].[Pd] (Pd2(dba)3). Solvent: [Cl-].[NH4+] (ammonium chloride). Reaction conditions: temperature 100 celsius, time 2 hour. Yields the product C(C(C)(C)C)OC1=CC=2[C@]3(C4=CC(=CC=C4OC2C=C1)N1CCCC1)N=C(OC3)N ((S)-2′-(neopentyloxy)-7′-(pyrolidin-1-yl)-5H-spiro[oxazole-4,9′-xanthen]-2-amine). As a reaction SMILES: Br[C:2]1[CH:15]=[CH:14][C:13]2[O:12][C:11]3[C:6](=[CH:7][C:8]([O:16][CH2:17][C:18]([CH3:21])([CH3:20])[CH3:19])=[CH:9][CH:10]=3)[C@:5]3([CH2:25][O:24][C:23]([NH2:26])=[N:22]3)[C:4]=2[CH:3]=1.C1(P(C2CCCCC2)C2C=CC=CC=2C2[C:41]([N:46]([CH3:48])C)=[CH:42][CH:43]=CC=2)CCCCC1.[Li+].C[Si]([N-][Si](C)(C)C)(C)C.N1CCCC1>[Cl-].[NH4+].C1C=CC(/C=C/C(/C=C/C2C=CC=CC=2)=O)=CC=1.C1C=CC(/C=C/C(/C=C/C2C=CC=CC=2)=O)=CC=1.C1C=CC(/C=C/C(/C=C/C2C=CC=CC=2)=O)=CC=1.[Pd].[Pd]>[CH2:17]([O:16][C:8]1[CH:9]=[CH:10][C:11]2[O:12][C:13]3[C:4](=[CH:3][C:2]([N:46]4[CH2:41][CH2:42][CH2:43][CH2:48]4)=[CH:15][CH:14]=3)[C@@:5]3([CH2:25][O:24][C:23]([NH2:26])=[N:22]3)[C:6]=2[CH:7]=1)[C:18]([CH3:21])([CH3:20])[CH3:19] |f:2.3,5.6,7.8.9.10.11|. Procedure details: A vial was charged with (R)-2′-bromo-7′-(neopentyloxy)-5H-spiro[oxazole-4,9′-xanthen]-2-amine (0.100 g, 0.240 mmol), 2′-(dicyclohexylphosphino)-N,N-dimethylbiphenyl-2-amine (1.132 mg, 2.88 μmol), Pd2(dba)3 (1.097 mg, 1.198 μmol), LiHMDS (1.0 M in THF) (0.959 mL, 0.959 mmol), and pyrrolidine (0.059 mL, 0.719 mmol). The vial was sealed and heated to 100° C. overnight. Additional Pd2(dba)3 (1.097 mg, 1.198 μmol), 2′-(dicyclohexylphosphino)-N,N-dimethylbiphenyl-2-amine (1.132 mg, 2.88 μmol), LiHMDS ... Starting materials: C(C)(C)(C)OC(NC(C)(C)C1=NOC(=N1)C)=O (tert-Butyl-2-(5-methyl-1,2,4-oxadiazol-3-yl)propan-2-ylcarbamate), O (water). Run in C(C)(=O)OCC (ethyl acetate), Cl (hydrochloride). Reaction conditions: time 1 hour. Product: CC(N)(C1=NOC(=N1)C)C (α,α,5-Trimethyl-1,2,4-oxadiazole-3-methanamine). Reaction SMILES: C(OC(=O)[NH:7][C:8]([C:11]1[N:15]=[C:14]([CH3:16])[O:13][N:12]=1)([CH3:10])[CH3:9])(C)(C)C.O>C(OCC)(=O)C.Cl>[CH3:9][C:8]([CH3:10])([C:11]1[N:15]=[C:14]([CH3:16])[O:13][N:12]=1)[NH2:7]. Procedure: tert-Butyl-2-(5-methyl-1,2,4-oxadiazol-3-yl)propan-2-ylcarbamate (5.38 g) was dissolved in in ethyl acetate (30 mL) saturated with hydrochloride and stirred at room temperature for 1 h. Then water (50 mL) was added. The aqueous phase was washed with ethyl acetate (2×30 mL) and the pH adjusted with 1 M sodium hydroxide solution to 9˜10. The solution was extracted with ethyl acetate (2×30 mL). The combined extracts were washed with brine and dried over anhydrous sodium sulfate. Removal of the solv... Starting materials: Cl.N1CC=C(CC1)C1=C(C=C(C=C1F)N1C(O[C@H](C1)COC(C)=O)=O)F (3-(4-(1,2,5,6-tetrahydropyrid-4-yl)-3,5-difluorophenyl)-5(R)-acetoxymethyloxazolidin-2-one hydrochloride), CC1(OC[C@H](O1)C(=O)Cl)C (2,2-dimethyl-1,3-dioxolan-4(S)-ylcarbonyl chloride), C([O-])(O)=O.[Na+] (sodium bicarbonate), N1=CC=CC=C1 (pyridine). Solvent: ClCCl (dichloromethane), ClCCl (dichloromethane). Run at time 3 hour. Product: CC1(OC[C@H](O1)C(=O)N1CC=C(CC1)C1=C(C=C(C=C1F)N1C(O[C@H](C1)COC(C)=O)=O)F)C (3-(4-(1-(2,2-Dimethyl-1,3-dioxolan-4(S)-ylcarbonyl)-1,2,5,6-tetrahydropyrid-4-yl)-3,5-difluorophenyl)-5(R)-acetoxymethyloxazolidin-2-one). Yield: 97.7%. As a reaction SMILES: Cl.[NH:2]1[CH2:7][CH2:6][C:5]([C:8]2[C:13]([F:14])=[CH:12][C:11]([N:15]3[CH2:19][C@H:18]([CH2:20][O:21][C:22](=[O:24])[CH3:23])[O:17][C:16]3=[O:25])=[CH:10][C:9]=2[F:26])=[CH:4][CH2:3]1.N1C=CC=CC=1.[CH3:33][C:34]1([CH3:42])[O:38][C@H:37]([C:39](Cl)=[O:40])[CH2:36][O:35]1.C(=O)(O)[O-].[Na+]>ClCCl>[CH3:33][C:34]1([CH3:42])[O:38][C@H:37]([C:39]([N:2]2[CH2:7][CH2:6][C:5]([C:8]3[C:13]([F:14])=[CH:12][C:11]([N:15]4[CH2:19][C@H:18]([CH2:20][O:21][C:22](=[O:24])[CH3:23])[O:17][C:16]4=[O:25])=[CH:10][C:9]=3[F:26])=[CH:4][CH2:3]2)=[O:40])[CH2:36][O:35]1 |f:0.1,4.5|. Procedure: 3-(4-(1,2,5,6-tetrahydropyrid-4-yl)-3,5-difluorophenyl)-5(R)-acetoxymethyloxazolidin-2-one hydrochloride (14.5 g, 37.3 mM) was suspended in dry dichloromethane (300 ml) under nitrogen at 0°, and treated with pyridine (9.78 g, 0.12 M). A solution of 2,2-dimethyl-1,3-dioxolan-4(S)-ylcarbonyl chloride (9.59 g, 75.6 mM) in dichloromethane (100 ml) was added dropwise, and stirring continued for 3 hours, allowing the temperature to rise to ambient. Aqueous sodium bicarbonate (5%, 300 ml) was added, an... Reactants: C(C)(=O)N(C=1NC(C=2NC=NC2N1)=O)C(C)=O (diacetyl guanine), O1C(OCC1)(CC(=O)[O-])CC(=O)[O-] (dioxolane-diacetate), acyclovir diacetate. Product: C1=NC2=C(N1COCCO)N=C(N=C2O)N (acyclovir). Reaction SMILES: C([N:4](C(=O)C)[C:5]1[NH:6][C:7](=[O:14])[C:8]2[NH:9][CH:10]=[N:11][C:12]=2[N:13]=1)(=O)C.[O:18]1[CH2:22][CH2:21][O:20][C:19]1(CC([O-])=O)CC([O-])=O>>[CH:10]1[N:11]([CH2:19][O:18][CH2:22][CH2:21][OH:20])[C:12]2[N:13]=[C:5]([NH2:4])[N:6]=[C:7]([OH:14])[C:8]=2[N:9]=1. Reported procedure: On monitoring this reaction by thin layer chromatography, it was determined that the condensation of diacetyl guanine with dioxolane-diacetate in the presence of acidic catalyst produced N7 -isomer first, which was partially converted to N9 -isomers to reach an equilibrium in the ratio of 3/2 in favor of N9 -isomers. Under these condensation conditions, pure N7 - or N9 -acyclovir diacetate could be converted to give the same equilibrated mixture. This observation resulted in one of the embodimen... Starting materials: C(C=C)#N (acrylonitrile), C1(=CC=CC=C1)CC(=O)OCC (ethyl 2-phenylacetate), solution. The solvent is C1=CC=CC=C1 (benzene), CO (methanol). Run at time 10 minute. The product is C(#N)CCC(C(=O)OCC)C1=CC=CC=C1 (ethyl 4-cyano-2-phenylbutanoate). As a reaction SMILES: [C:1]1([CH2:7][C:8]([O:10][CH2:11][CH3:12])=[O:9])[CH:6]=[CH:5][CH:4]=[CH:3][CH:2]=1.[C:13](#[N:16])[CH:14]=[CH2:15]>C1C=CC=CC=1.CO>[C:13]([CH2:14][CH2:15][CH:7]([C:1]1[CH:6]=[CH:5][CH:4]=[CH:3][CH:2]=1)[C:8]([O:10][CH2:11][CH3:12])=[O:9])#[N:16]. Procedure: To a solution of ethyl 2-phenylacetate (5.00 g, 30.5 mmol) in benzene (50 mL) was added Triton-B (40% solution in methanol) (0.240 mL, 0.609 mmol) at 0° C. After stirring for 10 minutes, acrylonitrile (2.005 mL, 30.5 mmol) was added, and the reaction was allowed to warm to room temperature. The reaction was stirred for 3 hours, concentrated, loaded directly onto silica gel (GraceResolv High Resolution Flash Cartridge, 80 g) and eluted using a gradient of 5% to 40% ethyl acetate/hexanes over 40 m... Reactants: CCOC(=O)Cc1nn2ncc(CC)c2n1Cc1ccc(-c2ccccc2-c2nnnn2C(c2ccccc2)(c2ccccc2)c2ccccc2)cc1, CCOC(=O)Cc1nc2c(CC)cn(Cc3ccc(-c4ccccc4-c4nnnn4C(c4ccccc4)(c4ccccc4)c4ccccc4)cc3)n2n1. Product: CCOC(=O)Cc1nn2ncc(CC)c2[nH]1, CCOC(=O)Cc1nc2c(CC)cn(Cc3ccc(-c4ccccc4-c4nnnn4C(c4ccccc4)(c4ccccc4)c4ccccc4)cc3)n2n1. Reaction SMILES: [CH2:1]([CH3:2])[c:3]1[cH:4][n:5][n:6]2[n:7][c:8]([CH2:48][C:49](=[O:50])[O:51][CH2:52][CH3:53])[n:9]([CH2:11][c:12]3[cH:13][cH:14][c:15](-[c:16]4[cH:17][cH:18][cH:19][cH:20][c:21]4-[c:22]4[n:23]([C:24]([c:25]5[cH:26][cH:27][cH:28][cH:29][cH:30]5)([c:31]5[cH:32][cH:33][cH:34][cH:35][cH:36]5)[c:37]5[cH:38][cH:39][cH:40][cH:41][cH:42]5)[n:43][n:44][n:45]4)[cH:46][cH:47]3)[c:10]12.[CH2:54]([CH3:55])[c:56]1[cH:57][n:58]([CH2:70][c:71]2[cH:72][cH:73][c:74](-[c:77]3[c:78](-[c:83]4[n:84][n:85][n:86][n:87]4[C:88]([c:89]4[cH:90][cH:91][cH:92][cH:93][cH:94]4)([c:95]4[cH:96][cH:97][cH:98][cH:99][cH:100]4)[c:101]4[cH:102][cH:103][cH:104][cH:105][cH:106]4)[cH:79][cH:80][cH:81][cH:82]3)[cH:75][cH:76]2)[n:59]2[n:60][c:61]([CH2:64][C:65](=[O:66])[O:67][CH2:68][CH3:69])[n:62][c:63]12>>[CH2:1]([CH3:2])[c:3]1[cH:4][n:5][n:6]2[n:7][c:8]([CH2:48][C:49](=[O:50])[O:51][CH2:52][CH3:53])[nH:9][c:10]12.[CH2:54]([CH3:55])[c:56]1[cH:57][n:58]([CH2:70][c:71]2[cH:72][cH:73][c:74](-[c:77]3[c:78](-[c:83]4[n:84][n:85][n:86][n:87]4[C:88]([c:89]4[cH:90][cH:91][cH:92][cH:93][cH:94]4)([c:95]4[cH:96][cH:97][cH:98][cH:99][cH:100]4)[c:101]4[cH:102][cH:103][cH:104][cH:105][cH:106]4)[cH:79][cH:80][cH:81][cH:82]3)[cH:75][cH:76]2)[n:59]2[n:60][c:61]([CH2:64][C:65](=[O:66])[O:67][CH2:68][CH3:69])[n:62][c:63]12. Starting materials: CCOC(C)=O, O=S(=O)(O)Cl, O=C1C(N2CCc3c2ccc(F)c3Cl)CCN1c1ccccc1. The product is O=C1C(N2CCc3c2ccc(F)c3Cl)CCN1c1ccc(S(=O)(=O)Cl)cc1. As a reaction SMILES: [CH3:29][CH2:30][O:31][C:32]([CH3:33])=[O:34].[Cl:1][S:2](=[O:3])(=[O:4])[OH:5].[Cl:6][c:7]1[c:8]2[c:12]([cH:13][cH:14][c:15]1[F:16])[N:11]([CH:17]1[C:18](=[O:28])[N:19]([c:22]3[cH:23][cH:24][cH:25][cH:26][cH:27]3)[CH2:20][CH2:21]1)[CH2:10][CH2:9]2>>[Cl:1][S:2](=[O:3])(=[O:5])[c:25]1[cH:24][cH:23][c:22]([N:19]2[C:18](=[O:28])[CH:17]([N:11]3[CH2:10][CH2:9][c:8]4[c:7]([Cl:6])[c:15]([F:16])[cH:14][cH:13][c:12]43)[CH2:21][CH2:20]2)[cH:27][cH:26]1. The reactants are Cl, Cl, Cl, O=C(O)CC(O)C(F)(F)F, NC1CCC(CCN2CCN(c3nccc4c3CCO4)CC2)CC1. The product is O=C(CC(O)C(F)(F)F)NC1CCC(CCN2CCN(c3nccc4c3CCO4)CC2)CC1. RXN SMILES: [ClH:1].[ClH:2].[ClH:3].[F:28][C:29]([CH:30]([CH2:31][C:32](=[O:33])[OH:34])[OH:35])([F:36])[F:37].[O:4]1[CH2:5][CH2:6][c:7]2[c:8]([N:13]3[CH2:14][CH2:15][N:16]([CH2:19][CH2:20][CH:21]4[CH2:22][CH2:23][CH:24]([NH2:27])[CH2:25][CH2:26]4)[CH2:17][CH2:18]3)[n:9][cH:10][cH:11][c:12]21>>[O:4]1[CH2:5][CH2:6][c:7]2[c:8]([N:13]3[CH2:14][CH2:15][N:16]([CH2:19][CH2:20][CH:21]4[CH2:22][CH2:23][CH:24]([NH:27][C:32]([CH2:31][CH:30]([C:29]([F:28])([F:36])[F:37])[OH:35])=[O:33])[CH2:25][CH2:26]4)[CH2:17][CH2:18]3)[n:9][cH:10][cH:11][c:12]21. Starting materials: COC1=CC=C(C=C1)S(=O)(=O)NC1CC2=CC=C(C=C2C1)C(CCC(=O)OC)=O (methyl 4-(2-p-methoxybenzenesulphonamido-indan-5-yl)-4-oxobutyrate), NN (hydrazine). Solvent: C(C)(=O)O (acetic acid). Yields the product COC1=CC=C(C=C1)S(=O)(=O)NC1CC2=CC=C(C=C2C1)C=1CCC(NN1)=O (6-(2-p-Methoxybenzenesulphonamido-indan-5-yl)-4,5-dihydro-pyridazin-3(2H)-one). As a reaction SMILES: [CH3:1][O:2][C:3]1[CH:8]=[CH:7][C:6]([S:9]([NH:12][CH:13]2[CH2:21][C:20]3[C:15](=[CH:16][CH:17]=[C:18]([C:22](=O)[CH2:23][CH2:24][C:25]([O:27]C)=O)[CH:19]=3)[CH2:14]2)(=[O:11])=[O:10])=[CH:5][CH:4]=1.[NH2:30][NH2:31]>C(O)(=O)C>[CH3:1][O:2][C:3]1[CH:8]=[CH:7][C:6]([S:9]([NH:12][CH:13]2[CH2:21][C:20]3[C:15](=[CH:16][CH:17]=[C:18]([C:22]4[CH2:23][CH2:24][C:25](=[O:27])[NH:30][N:31]=4)[CH:19]=3)[CH2:14]2)(=[O:11])=[O:10])=[CH:5][CH:4]=1. Reported procedure: 5.0 g (12 mmol) of methyl 4-(2-p-methoxybenzenesulphonamido-indan-5-yl)-4-oxobutyrate and 3.0 g (60 mmol) of 99% hydrazine in 25 ml of glacial acetic acid are boiled for 30 minutes. The mixture is evaporated, water is added to the residue, and the reaction product is filtered off with suction and recrystallised from n-propanol.